From a dataset of the Open Reaction Database (ORD), a public repository of structured organic reaction records. describe an organic reaction: reactants, conditions, products, and yield As a reaction SMILES: [CH3:21][O:22][NH2:23].[CH3:24][OH:25].[Cl:1][c:2]1[cH:3][cH:4][c:5]([CH2:8][CH2:9][C:10]([CH2:11][F:12])=[O:13])[cH:6][cH:7]1.[ClH:20].[ClH:26].[cH:14]1[cH:15][cH:16][n:17][cH:18][cH:19]1>>[Cl:1][c:2]1[cH:3][cH:4][c:5]([CH2:8][CH2:9][C:10]([CH2:11][F:12])=[N:23][O:22][CH3:21])[cH:6][cH:7]1. Product: CON=C(CF)CCc1ccc(Cl)cc1. Reactants: CON, CO, O=C(CF)CCc1ccc(Cl)cc1, Cl, Cl, c1ccncc1. Starting materials: CN=C=S, CN(C)C1CCC(N)CC1. Product: CNC(=S)NC1CCC(N(C)C)CC1. RXN SMILES: [CH3:1][N:2]=[C:3]=[S:4].[CH3:5][N:6]([CH:7]1[CH2:8][CH2:9][CH:10]([NH2:13])[CH2:11][CH2:12]1)[CH3:14]>>[CH3:1][NH:2][C:3](=[S:4])[NH:13][CH:10]1[CH2:9][CH2:8][CH:7]([N:6]([CH3:5])[CH3:14])[CH2:12][CH2:11]1.